Dataset: the Open Reaction Database (ORD), a public repository of structured organic reaction records. Task: describe an organic reaction: reactants, conditions, products, and yield The reactants are CO, COC(=O)C(=Cc1cccc([N+](=O)[O-])c1)OC, [K+], [OH-], O. Product: COC(=Cc1cccc([N+](=O)[O-])c1)C(=O)O. As a reaction SMILES: [CH3:21][OH:22].[CH3:3][O:4][C:5]([C:6](=[O:7])[O:8][CH3:9])=[CH:10][c:11]1[cH:12][c:13]([N+:17](=[O:18])[O-:19])[cH:14][cH:15][cH:16]1.[K+:2].[OH-:1].[OH2:20]>>[CH3:3][O:4][C:5]([C:6](=[O:7])[OH:8])=[CH:10][c:11]1[cH:12][c:13]([N+:17](=[O:18])[O-:19])[cH:14][cH:15][cH:16]1. Starting materials: CO, COC(=O)c1ccc2c(OC)c(C)c(C(=O)c3ccc([N+](=O)[O-])c(OC)c3)n2c1, [Na+], [OH-]. Product: COc1cc(C(=O)c2c(C)c(OC)c3ccc(C(=O)O)cn23)ccc1[N+](=O)[O-]. As a reaction SMILES: [CH3:32][OH:33].[CH3:3][O:4][c:5]1[c:6]([CH3:31])[c:7]([C:18]([c:19]2[cH:20][c:21]([O:28][CH3:29])[c:22]([N+:25](=[O:26])[O-:27])[cH:23][cH:24]2)=[O:30])[n:8]2[cH:9][c:10]([C:14](=[O:15])[O:16][CH3:17])[cH:11][cH:12][c:13]12.[Na+:2].[OH-:1]>>[CH3:3][O:4][c:5]1[c:6]([CH3:31])[c:7]([C:18]([c:19]2[cH:20][c:21]([O:28][CH3:29])[c:22]([N+:25](=[O:26])[O-:27])[cH:23][cH:24]2)=[O:30])[n:8]2[cH:9][c:10]([C:14](=[O:15])[OH:16])[cH:11][cH:12][c:13]12. Reactants: CC(C)(C)[Si](OCCC1(CCO)CCCCC1)(c1ccccc1)c1ccccc1, CCOC(=O)N=NC(=O)OCC, O=C1NC(=O)c2ccccc21, C1CCOC1, c1ccc(P(c2ccccc2)c2ccccc2)cc1. Yields the product CC(C)(C)[Si](OCCC1(CCN2C(=O)c3ccccc3C2=O)CCCCC1)(c1ccccc1)c1ccccc1. As a reaction SMILES: [C:1]([CH3:2])([CH3:3])([CH3:4])[Si:5]([O:6][CH2:7][CH2:8][C:9]1([CH2:15][CH2:16][OH:17])[CH2:10][CH2:11][CH2:12][CH2:13][CH2:14]1)([c:18]1[cH:19][cH:20][cH:21][cH:22][cH:23]1)[c:24]1[cH:25][cH:26][cH:27][cH:28][cH:29]1.[N:60]([C:61]([O:62][CH2:63][CH3:64])=[O:65])=[N:66][C:67]([O:68][CH2:69][CH3:70])=[O:71].[O:30]=[C:31]1[NH:32][C:33](=[O:34])[c:35]2[cH:36][cH:37][cH:38][cH:39][c:40]21.[O:72]1[CH2:73][CH2:74][CH2:75][CH2:76]1.[c:41]1([P:42]([c:43]2[cH:44][cH:45][cH:46][cH:47][cH:48]2)[c:49]2[cH:50][cH:51][cH:52][cH:53][cH:54]2)[cH:55][cH:56][cH:57][cH:58][cH:59]1>>[C:1]([CH3:2])([CH3:3])([CH3:4])[Si:5]([O:6][CH2:7][CH2:8][C:9]1([CH2:15][CH2:16][N:32]2[C:31](=[O:30])[c:40]3[c:35]([cH:36][cH:37][cH:38][cH:39]3)[C:33]2=[O:34])[CH2:10][CH2:11][CH2:12][CH2:13][CH2:14]1)([c:18]1[cH:19][cH:20][cH:21][cH:22][cH:23]1)[c:24]1[cH:25][cH:26][cH:27][cH:28][cH:29]1. Starting materials: CCN(C(C)C)C(C)C, ClCCl, O=S(=O)(OS(=O)(=O)C(F)(F)F)C(F)(F)F, O=C1OCCC1CCCCO. The product is O=C1OCCC1CCCCOS(=O)(=O)C(F)(F)F. As a reaction SMILES: [CH:27]([N:28]([CH2:29][CH3:30])[CH:31]([CH3:32])[CH3:33])([CH3:34])[CH3:35].[Cl:36][CH2:37][Cl:38].[F:1][C:2]([F:3])([F:4])[S:5](=[O:6])(=[O:7])[O:8][S:9]([C:10]([F:11])([F:12])[F:13])(=[O:14])=[O:15].[OH:16][CH2:17][CH2:18][CH2:19][CH2:20][CH:21]1[C:22](=[O:26])[O:23][CH2:24][CH2:25]1>>[F:1][C:2]([F:3])([F:4])[S:5](=[O:6])(=[O:7])[O:8][CH2:17][CH2:18][CH2:19][CH2:20][CH:21]1[C:22](=[O:26])[O:23][CH2:24][CH2:25]1. Reactants: O=C(n1ccnc1)n1ccnc1, C1=CCC2CNCC2C1, C1CCOC1, Cc1ccccc1, O=C(O)Cc1ccc(Cl)c(Cl)c1. Yields the product O=C(Cc1ccc(Cl)c(Cl)c1)N1CC2CC=CCC2C1. RXN SMILES: [C:13]([n:14]1[cH:15][cH:16][n:17][cH:18]1)([n:19]1[cH:20][cH:21][n:22][cH:23]1)=[O:24].[CH2:25]1[NH:26][CH2:27][CH:28]2[CH2:29][CH:30]=[CH:31][CH2:32][CH:33]12.[CH2:41]1[O:42][CH2:43][CH2:44][CH2:45]1.[CH3:34][c:35]1[cH:36][cH:37][cH:38][cH:39][cH:40]1.[Cl:1][c:2]1[cH:3][c:4]([CH2:9][C:10](=[O:11])[OH:12])[cH:5][cH:6][c:7]1[Cl:8]>>[Cl:1][c:2]1[cH:3][c:4]([CH2:9][C:10](=[O:12])[N:26]2[CH2:25][CH:33]3[CH:28]([CH2:27]2)[CH2:29][CH:30]=[CH:31][CH2:32]3)[cH:5][cH:6][c:7]1[Cl:8]. Starting materials: C1COCCO1, CC(=O)Nc1nc2ccc(B3OC(C)(C)C(C)(C)O3)cc2s1, CS(C)=O, COc1ccc(S(=O)(=O)c2cccc(Cl)n2)cc1, [Na+], [Na+], O=C([O-])[O-], c1ccc(P(c2ccccc2)(c2ccccc2)[Pd](P(c2ccccc2)(c2ccccc2)c2ccccc2)(P(c2ccccc2)(c2ccccc2)c2ccccc2)P(c2ccccc2)(c2ccccc2)c2ccccc2)cc1. The product is COc1ccc(S(=O)(=O)c2cccc(-c3ccc4nc(NC(C)=O)sc4c3)n2)cc1. Reaction SMILES: [CH2:47]1[O:48][CH2:49][CH2:50][O:51][CH2:52]1.[CH3:19][C:20]1([CH3:21])[C:22]([CH3:23])([CH3:24])[O:25][B:26]([c:27]2[cH:28][c:29]3[c:30]([n:31][c:32]([NH:34][C:35]([CH3:36])=[O:37])[s:33]3)[cH:38][cH:39]2)[O:40]1.[CH3:53][S:54]([CH3:55])=[O:56].[Cl:1][c:2]1[n:3][c:4]([S:8](=[O:9])(=[O:10])[c:11]2[cH:12][cH:13][c:14]([O:17][CH3:18])[cH:15][cH:16]2)[cH:5][cH:6][cH:7]1.[Na+:41].[Na+:42].[O-:43][C:44](=[O:45])[O-:46].[cH:57]1[cH:58][cH:59][c:60]([P:61]([Pd:62]([P:63]([c:64]2[cH:65][cH:66][cH:67][cH:68][cH:69]2)([c:70]2[cH:71][cH:72][cH:73][cH:74][cH:75]2)[c:76]2[cH:77][cH:78][cH:79][cH:80][cH:81]2)([P:82]([c:83]2[cH:84][cH:85][cH:86][cH:87][cH:88]2)([c:89]2[cH:90][cH:91][cH:92][cH:93][cH:94]2)[c:95]2[cH:96][cH:97][cH:98][cH:99][cH:100]2)[P:101]([c:102]2[cH:103][cH:104][cH:105][cH:106][cH:107]2)([c:108]2[cH:109][cH:110][cH:111][cH:112][cH:113]2)[c:114]2[cH:115][cH:116][cH:117][cH:118][cH:119]2)([c:120]2[cH:121][cH:122][cH:123][cH:124][cH:125]2)[c:126]2[cH:127][cH:128][cH:129][cH:130][cH:131]2)[cH:132][cH:133]1>>[c:2]1(-[c:27]2[cH:28][c:29]3[c:30]([n:31][c:32]([NH:34][C:35]([CH3:36])=[O:37])[s:33]3)[cH:38][cH:39]2)[n:3][c:4]([S:8](=[O:9])(=[O:10])[c:11]2[cH:12][cH:13][c:14]([O:17][CH3:18])[cH:15][cH:16]2)[cH:5][cH:6][cH:7]1. The reactants are C(C)(=O)OC(C)=O (Acetic anhydride), NCCN1C(SC(C1=O)CCCCCCCCC)C=1C=NC=CC1 (3-(2-aminoethyl)-5-(n-nonyl)-2-(3-pyridyl)thiazolidin-4-one), C(=O)(O)[O-].[Na+] (NaHCO3). Solvent: N1=CC=CC=C1 (pyridine). Reaction conditions: time 8 hour. Yields the product C(C)(=O)NCCN1C(SC(C1=O)CCCCCCCCC)C=1C=NC=CC1 (3-(2-acetylaminoethyl)-5-(n-nonyl)-2-(3-pyridyl)thiazolidin-4-one). Isolated yield 92.9%. Reaction SMILES: [C:1](OC(=O)C)(=[O:3])[CH3:2].[NH2:8][CH2:9][CH2:10][N:11]1[C:15](=[O:16])[CH:14]([CH2:17][CH2:18][CH2:19][CH2:20][CH2:21][CH2:22][CH2:23][CH2:24][CH3:25])[S:13][CH:12]1[C:26]1[CH:27]=[N:28][CH:29]=[CH:30][CH:31]=1.C([O-])(O)=O.[Na+]>N1C=CC=CC=1>[C:1]([NH:8][CH2:9][CH2:10][N:11]1[C:15](=[O:16])[CH:14]([CH2:17][CH2:18][CH2:19][CH2:20][CH2:21][CH2:22][CH2:23][CH2:24][CH3:25])[S:13][CH:12]1[C:26]1[CH:27]=[N:28][CH:29]=[CH:30][CH:31]=1)(=[O:3])[CH3:2] |f:2.3|. Reported procedure: Acetic anhydride (0.2 g) was added dropwise to a solution of 3-(2-aminoethyl)-5-(n-nonyl)-2-(3-pyridyl)thiazolidin-4-one (0.50 g, 1.43 mmol) in pyridine (2 ml) with stirring under cooling with ice. The mixture was left standing overnight at room temperature. To this solution was added saturated aqueous NaHCO3 (30 ml), and the mixture was extracted with benzene. After drying of the extract, the solvent was removed therefrom by evaporation under reduced pressure, giving the intended 3-(2-acetylami...